From a dataset of the Open Reaction Database (ORD), a public repository of structured organic reaction records. describe an organic reaction: reactants, conditions, products, and yield The reactants are C(C)OC(=O)C=1SC(=CC1)[N+](=O)[O-] (ethyl-5-nitro-2-thiophenecarboxylate), [OH-].[Na+] (sodium hydroxide), Cl (hydrochloric acid), [Sn] (tin). Solvent: C(Cl)Cl (Methylene chloride). Run at time 6 hour. Yields the product NC1=CC=C(S1)C(=O)OCC (ethyl 5-amino-2-thiophenecarboxylate). As a reaction SMILES: [CH2:1]([O:3][C:4]([C:6]1[S:7][C:8]([N+:11]([O-])=O)=[CH:9][CH:10]=1)=[O:5])[CH3:2].Cl.[Sn].[OH-].[Na+]>C(Cl)Cl>[NH2:11][C:8]1[S:7][C:6]([C:4]([O:3][CH2:1][CH3:2])=[O:5])=[CH:10][CH:9]=1 |f:3.4,^3:14|. Procedure details: A mixture of 60.4 g. of ethyl-5-nitro-2-thiophenecarboxylate and 480 ml. of concentrated hydrochloric acid is cooled in an ice-bath to below -5°. To this mixture is added 72 g. of granular tin in small amounts, keeping the temperature near -5°. After stirring for 6 hours, 575 ml. of 10 N sodium hydroxide is added to neutralize the mixture. Methylene chloride and Celite are added and the mixture is filtered. The methylene chloride layer of the filtrate is separated, dried over sodium sulfate, and...